From a dataset of the Open Reaction Database (ORD), a public repository of structured organic reaction records. describe an organic reaction: reactants, conditions, products, and yield Starting materials: CC(=O)Cl, CO, COCn1cc2cc(CC(OC(=O)N3CCC(c4cc5ccccc5[nH]c4=O)CC3)c3nccn3Cc3cc(F)cc(F)c3)cc(C)c2n1. The product is Cc1cc(CC(OC(=O)N2CCC(c3cc4ccccc4[nH]c3=O)CC2)c2nccn2Cc2cc(F)cc(F)c2)cc2cn[nH]c12. Reaction SMILES: [CH3:50][C:51](=[O:52])[Cl:53].[CH3:54][OH:55].[O:1]=[c:2]1[nH:3][c:4]2[cH:5][cH:6][cH:7][cH:8][c:9]2[cH:10][c:11]1[CH:12]1[CH2:13][CH2:14][N:15]([C:18](=[O:19])[O:20][CH:21]([CH2:22][c:23]2[cH:24][c:25]3[cH:26][n:27]([CH2:33][O:34][CH3:35])[n:28][c:29]3[c:30]([CH3:32])[cH:31]2)[c:36]2[n:37]([CH2:41][c:42]3[cH:43][c:44]([F:49])[cH:45][c:46]([F:48])[cH:47]3)[cH:38][cH:39][n:40]2)[CH2:16][CH2:17]1>>[O:1]=[c:2]1[nH:3][c:4]2[cH:5][cH:6][cH:7][cH:8][c:9]2[cH:10][c:11]1[CH:12]1[CH2:13][CH2:14][N:15]([C:18](=[O:19])[O:20][CH:21]([CH2:22][c:23]2[cH:24][c:25]3[cH:26][n:27][nH:28][c:29]3[c:30]([CH3:32])[cH:31]2)[c:36]2[n:37]([CH2:41][c:42]3[cH:43][c:44]([F:49])[cH:45][c:46]([F:48])[cH:47]3)[cH:38][cH:39][n:40]2)[CH2:16][CH2:17]1. Starting materials: CCOC(=O)C (EtOAc), Cl.C(=O)(O)C/C=C/C1=NC(=CC=C1OCCCCC1=CC=C(C=C1)OC)CCl (2-(E-2-carboxymethylethenyl)-3-[4-(4-methoxyphenyl)butyloxy]-6-chloromethylpyridine hydrochloride), N12CCCCCC2=NCCC1 (1,8-diazabicyclo[5.4.0]undec-7-ene), ClC1=C(C(=CC=C1)Cl)S (2,6-Dichlorothiophenol). Solvent: CC#N (MeCN). Conditions: temperature 50 celsius, time 3 hour. Yields the product COC1=CC=C(C=C1)CCCCOC=1C(=NC(=CC1)CSC1=C(C=CC=C1Cl)Cl)/C=C/C(=O)OC ((E)-Methyl 3-[3-[4-(4-methoxyphenyl)butyloxy]-6-[(2,6-dichlorophenylthio)methyl]-2-pyridinyl]-2-propenoate). RXN SMILES: [Cl:1][C:2]1[CH:7]=[CH:6][CH:5]=[C:4]([Cl:8])[C:3]=1[SH:9].Cl.C(C/C=[CH:16]/[C:17]1[C:22]([O:23][CH2:24][CH2:25][CH2:26][CH2:27][C:28]2[CH:33]=[CH:32][C:31]([O:34][CH3:35])=[CH:30][CH:29]=2)=[CH:21][CH:20]=[C:19]([CH2:36]Cl)[N:18]=1)(O)=O.N12CCCN=C1CCCCC2.C[CH2:50][O:51][C:52]([CH3:54])=[O:53]>CC#N>[CH3:35][O:34][C:31]1[CH:30]=[CH:29][C:28]([CH2:27][CH2:26][CH2:25][CH2:24][O:23][C:22]2[C:17](/[CH:16]=[CH:54]/[C:52]([O:51][CH3:50])=[O:53])=[N:18][C:19]([CH2:36][S:9][C:3]3[C:2]([Cl:1])=[CH:7][CH:6]=[CH:5][C:4]=3[Cl:8])=[CH:20][CH:21]=2)=[CH:33][CH:32]=1 |f:1.2|. Reported procedure: 2,6-Dichlorothiophenol (53 mg, 0.297 mmol, Aldrich) was dissolved in dry MeCN (0.60 mL,) and treated with 2-(E-2-carboxymethylethenyl)-3-[4-(4-methoxyphenyl)butyloxy]-6-chloromethylpyridine hydrochloride (115 mg, 0.270 mmol) and 1,8-diazabicyclo[5.4.0]undec-7-ene (DBU, 0.142 mL, 0.949 mmol). The reaction was stirred under an atmosphere of argon at 50° C. for 3 h. The reaction solution was diluted with EtOAc and washed with H2O and brine and dried (MgSO4). Purification by flash column chromatogra... Starting materials: CCOC(=O)c1c(Cl)c2cc(C)sc2n(Cc2cccc(F)c2)c1=O, C1CN2CCN1CC2, [Cl-], O=C(c1cccs1)N1CCNCC1, [NH4+], CN(C)C=O. The product is CCOC(=O)c1c(N2CCN(C(=O)c3cccs3)CC2)c2cc(C)sc2n(Cc2cccc(F)c2)c1=O. As a reaction SMILES: [CH2:1]([CH3:2])[O:3][C:4](=[O:5])[c:6]1[c:7]([Cl:25])[c:8]2[c:9]([n:10]([CH2:13][c:14]3[cH:15][c:16]([F:20])[cH:17][cH:18][cH:19]3)[c:11]1=[O:12])[s:21][c:22]([CH3:24])[cH:23]2.[CH2:39]1[N:40]2[CH2:41][CH2:42][N:43]([CH2:44][CH2:45]2)[CH2:46]1.[Cl-:47].[N:26]1([C:32](=[O:33])[c:34]2[s:35][cH:36][cH:37][cH:38]2)[CH2:27][CH2:28][NH:29][CH2:30][CH2:31]1.[NH4+:48].[O:49]=[CH:50][N:51]([CH3:52])[CH3:53]>>[CH2:1]([CH3:2])[O:3][C:4](=[O:5])[c:6]1[c:7]([N:29]2[CH2:28][CH2:27][N:26]([C:32](=[O:33])[c:34]3[s:35][cH:36][cH:37][cH:38]3)[CH2:31][CH2:30]2)[c:8]2[c:9]([n:10]([CH2:13][c:14]3[cH:15][c:16]([F:20])[cH:17][cH:18][cH:19]3)[c:11]1=[O:12])[s:21][c:22]([CH3:24])[cH:23]2.